Dataset: the Open Reaction Database (ORD), a public repository of structured organic reaction records. Task: describe an organic reaction: reactants, conditions, products, and yield The reactants are COc1ccc(CCl)cc1, [Cl-], [H-], [NH4+], [Na+], CN(C)C=O, COC(=O)C(C)(C)O. Yields the product COC(=O)C(C)(C)OCc1ccc(OC)cc1. RXN SMILES: [CH3:11][O:12][c:13]1[cH:14][cH:15][c:16]([CH2:19][Cl:20])[cH:17][cH:18]1.[Cl-:21].[H-:1].[NH4+:22].[Na+:2].[O:23]=[CH:24][N:25]([CH3:26])[CH3:27].[OH:3][C:4]([C:5](=[O:6])[O:7][CH3:8])([CH3:9])[CH3:10]>>[O:3]([C:4]([C:5](=[O:6])[O:7][CH3:8])([CH3:9])[CH3:10])[CH2:19][c:16]1[cH:15][cH:14][c:13]([O:12][CH3:11])[cH:18][cH:17]1. Reactants: C=CC(=O)OC, CC(=O)O, CO, CC(C)Oc1ccc(-c2noc(-c3ccc(C(C)(C)N)cc3)n2)cc1Cl. The product is COC(=O)CCNC(C)(C)c1ccc(-c2nc(-c3ccc(OC(C)C)c(Cl)c3)no2)cc1. Reaction SMILES: [C:31]([CH:32]=[CH2:33])(=[O:34])[O:35][CH3:36].[CH3:27][C:28](=[O:29])[OH:30].[CH3:37][OH:38].[Cl:1][c:2]1[cH:3][c:4](-[c:12]2[n:13][o:14][c:15](-[c:17]3[cH:18][cH:19][c:20]([C:23]([CH3:24])([CH3:25])[NH2:26])[cH:21][cH:22]3)[n:16]2)[cH:5][cH:6][c:7]1[O:8][CH:9]([CH3:10])[CH3:11]>>[Cl:1][c:2]1[cH:3][c:4](-[c:12]2[n:13][o:14][c:15](-[c:17]3[cH:18][cH:19][c:20]([C:23]([CH3:24])([CH3:25])[NH:26][CH2:33][CH2:32][C:31](=[O:34])[O:35][CH3:36])[cH:21][cH:22]3)[n:16]2)[cH:5][cH:6][c:7]1[O:8][CH:9]([CH3:10])[CH3:11]. The reactants are 45, [Cl-].[Al+3].[Cl-].[Cl-] (aluminum chloride), N1C(NCC2=CC=CC=C12)=O (3,4-dihydro-2(1H)-quinazolinone), ice water, C(C1=CC=CC=C1)(=O)Cl (benzoyl chloride), Cl (HCl). The solvent is CN(C=O)C (N,N-dimethylformamide). Conditions: temperature 70 celsius, time 5 minute. Product: C(C1=CC=CC=C1)(=O)C=1C=C2CNC(NC2=CC1)=O (6-benzoyl-3,4-dihydro-2(1H)-quinazolinone). Isolated yield 76.4%. Reaction SMILES: [Cl-].[Al+3].[Cl-].[Cl-].[C:5](Cl)(=[O:12])[C:6]1[CH:11]=[CH:10][CH:9]=[CH:8][CH:7]=1.[NH:14]1[C:23]2[C:18](=[CH:19][CH:20]=[CH:21][CH:22]=2)[CH2:17][NH:16][C:15]1=[O:24].Cl>CN(C)C=O>[C:5]([C:20]1[CH:19]=[C:18]2[C:23](=[CH:22][CH:21]=1)[NH:14][C:15](=[O:24])[NH:16][CH2:17]2)(=[O:12])[C:6]1[CH:11]=[CH:10][CH:9]=[CH:8][CH:7]=1 |f:0.1.2.3|. Procedure: To a vigorously stirred amount of 45 parts of aluminum chloride were added dropwise 7.05 parts of N,N-dimethylformamide. After stirring for 5 min. at 70° C., there were added 5 parts of benzoyl chloride and, dropwise, 4.7 parts of 3,4-dihydro-2(1H)-quinazolinone. Stirring was continued for 2 hours at 70° C. The reaction mixture was poured into ice-water and there were added 63.5 parts of HCl. The precipitate was filtered off and recrystallized from 2-methoxyethanol, yielding 6.5 parts (76.4%) of...